From a dataset of the Open Reaction Database (ORD), a public repository of structured organic reaction records. describe an organic reaction: reactants, conditions, products, and yield Reactants: [Mg] (magnesium), C(C)OCC (diethyl ether), C(C)OCC (diethyl ether), C(C)OCC (diethyl ether), C1=CC=C(C=C1)N(C2=CC=CC=C2)C3=CC=C(C=C3)Br (4-bromotriphenylamine), C(C)OCC (diethyl ether), C(CCC)[Si](Cl)(Cl)Cl (n-butyltrichlorosilane). The solvent is O (water). The product is C1(=CC=CC=C1)N(C1=CC=C(C=C1)C(CCC[SiH3])(C1=CC=C(C=C1)N(C1=CC=CC=C1)C1=CC=CC=C1)C1=CC=C(C=C1)N(C1=CC=CC=C1)C1=CC=CC=C1)C1=CC=CC=C1 (tris(4-diphenylaminophenyl)n-butylsilane). Yield: 68.0%. Reaction SMILES: [Mg].C(O[CH2:5][CH3:6])C.[CH:7]1[CH:12]=[CH:11][C:10]([N:13]([C:20]2[CH:25]=[CH:24][C:23](Br)=[CH:22][CH:21]=2)[C:14]2[CH:19]=[CH:18][CH:17]=[CH:16][CH:15]=2)=[CH:9][CH:8]=1.[CH2:27]([Si:31](Cl)(Cl)Cl)[CH2:28][CH2:29][CH3:30]>O>[C:14]1([N:13]([C:6]2[CH:5]=[CH:25][CH:20]=[CH:21][CH:22]=2)[C:10]2[CH:9]=[CH:8][C:7]([C:30]([C:17]3[CH:18]=[CH:19][C:14]([N:13]([C:10]4[CH:9]=[CH:8][CH:7]=[CH:12][CH:11]=4)[C:20]4[CH:25]=[CH:24][CH:23]=[CH:22][CH:21]=4)=[CH:15][CH:16]=3)([C:23]3[CH:24]=[CH:25][C:20]([N:13]([C:10]4[CH:11]=[CH:12][CH:7]=[CH:8][CH:9]=4)[C:14]4[CH:19]=[CH:18][CH:17]=[CH:16][CH:15]=4)=[CH:21][CH:22]=3)[CH2:29][CH2:28][CH2:27][SiH3:31])=[CH:12][CH:11]=2)[CH:15]=[CH:16][CH:17]=[CH:18][CH:19]=1. Reported procedure: 0.6 g (24.9 mmol) of metallic magnesium was placed in a 200-ml four-necked flask equipped with a mechanical stirrer, a condenser, a nitrogen-inlet tube and a dropping funnel, and the inside atmosphere was replaced with nitrogen. 100 ml of diethyl ether was added and stirring was initiated. To this solution, 20 ml of a diethyl ether solution of 6.5 g (20 mmol) of 4-bromotriphenylamine was gradually added dropwise. When about 5 ml was added, mild reflux began. Under reflux conditions, the remainde... Starting materials: ON1C(C2=CC=CC=C2C1=O)=O (2-hydroxy-1H-isoindole-1,3(2H)-dione), Cl.ClCC=1N=C(SC1)N (4-(chloromethyl)-1,3-thiazol-2-amine hydrochloride), C([O-])([O-])=O.[Cs+].[Cs+] (cesium carbonate), [I-].[K+] (potassium iodide). Yield: 43.0%. Product: NC=1SC=C(N1)CON1C(C2=CC=CC=C2C1=O)=O (2-[(2-amino-1,3-thiazol-4-yl)methoxy]-1H-isoindole-1,3(2H)-dione), P(HCOOH). Reported procedure: To a solution of 2-hydroxy-1H-isoindole-1,3(2H)-dione (4.13 g, 15.0 mmol) in acetonitrile (150 mL) were added 4-(chloromethyl)-1,3-thiazol-2-amine hydrochloride (50.1 g, 337 mmol), cesium carbonate (210 g, 643 mmol) and potassium iodide (2.54 g, 15.3 mmol). The heterogenous mixture was stirred at room temperature for 16 h. The reaction mixture was diluted with water, the insolubles were filtered off, rinsed with water and dried over night to afford 2-[(2-amino-1,3-thiazol-4-yl)methoxy]-1H-isoind... Conditions: time 16 hour. Solvent: O (water), C(C)#N (acetonitrile). As a reaction SMILES: [OH:1][N:2]1[C:10](=[O:11])[C:9]2[C:4](=[CH:5][CH:6]=[CH:7][CH:8]=2)[C:3]1=[O:12].Cl.Cl[CH2:15][C:16]1[N:17]=[C:18]([NH2:21])[S:19][CH:20]=1.C(=O)([O-])[O-].[Cs+].[Cs+].[I-].[K+]>C(#N)C.O>[NH2:21][C:18]1[S:19][CH:20]=[C:16]([CH2:15][O:1][N:2]2[C:10](=[O:11])[C:9]3[C:4](=[CH:5][CH:6]=[CH:7][CH:8]=3)[C:3]2=[O:12])[N:17]=1 |f:1.2,3.4.5,6.7|. The reactants are C(C)(C)(C)OC(NC1=C(C=C(C=C1)C#C)[N+](=O)[O-])=O ((4-Ethynyl-2-nitro-phenyl)-carbamic acid tert.-butyl ester), IC1=CC=C(C=C1)OC(F)(F)F (1-iodo-4-(trifluoromethoxy)benzene). Product: C(C)(C)(C)OC(NC1=C(C=C(C=C1)C#CC1=CC=C(C=C1)OC(F)(F)F)[N+](=O)[O-])=O ([2-Nitro-4-(4-trifluoromethoxy-phenylethynyl)-phenyl]-carbamic acid tert.-butyl ester). The yield is 97.5%. As a reaction SMILES: [C:1]([O:5][C:6](=[O:19])[NH:7][C:8]1[CH:13]=[CH:12][C:11]([C:14]#[CH:15])=[CH:10][C:9]=1[N+:16]([O-:18])=[O:17])([CH3:4])([CH3:3])[CH3:2].I[C:21]1[CH:26]=[CH:25][C:24]([O:27][C:28]([F:31])([F:30])[F:29])=[CH:23][CH:22]=1>>[C:1]([O:5][C:6](=[O:19])[NH:7][C:8]1[CH:13]=[CH:12][C:11]([C:14]#[C:15][C:21]2[CH:22]=[CH:23][C:24]([O:27][C:28]([F:29])([F:30])[F:31])=[CH:25][CH:26]=2)=[CH:10][C:9]=1[N+:16]([O-:18])=[O:17])([CH3:4])([CH3:2])[CH3:3]. Procedure details: Prepared from (4-ethynyl-2-nitro-phenyl)-carbamic acid tert.-butyl ester (Example F2) (701 mg, 2.67 mmol) and 1-iodo-4-(trifluoromethoxy)benzene (1.0 g, 3.47 mmol) according to the general procedure F. Obtained as a yellow solid (1.10 g). The reactants are ClC1=CC(=CC=C1)C(=O)OO (m-chloroperbenzoic acid), COC(CCCCCOC=1C=CC2=C(N(C(=N2)SCC2=CC=CC=C2)C2=CC=C(C=C2)C)C1)=O (6-[[2-benzylmercapto-1-(4-methylphenyl)-1H-benzimidazol-6-yl]oxy]hexanoic acid methyl ester), S(=O)([O-])OS(=O)[O-].[Na+].[Na+] (sodium disulfite). The solvent is ClCCl (dichloromethane). Reaction conditions: temperature 20 celsius, time 2 hour. The product is COC(CCCCCOC=1C=CC2=C(N(C(=N2)S(=O)CC2=CC=CC=C2)C2=CC=C(C=C2)C)C1)=O (6-[[1-(4-methylphenyl)-2-(phenylmethanesulfinyl)-1H-benzimidazol-6-yl]oxy]hexanoic acid methyl ester). The yield is 44.9%. Reaction SMILES: [CH3:1][O:2][C:3](=[O:34])[CH2:4][CH2:5][CH2:6][CH2:7][CH2:8][O:9][C:10]1[CH:11]=[CH:12][C:13]2[N:17]=[C:16]([S:18][CH2:19][C:20]3[CH:25]=[CH:24][CH:23]=[CH:22][CH:21]=3)[N:15]([C:26]3[CH:31]=[CH:30][C:29]([CH3:32])=[CH:28][CH:27]=3)[C:14]=2[CH:33]=1.ClC1C=CC=C(C(OO)=[O:43])C=1.S(OS([O-])=O)([O-])=O.[Na+].[Na+]>ClCCl>[CH3:1][O:2][C:3](=[O:34])[CH2:4][CH2:5][CH2:6][CH2:7][CH2:8][O:9][C:10]1[CH:11]=[CH:12][C:13]2[N:17]=[C:16]([S:18]([CH2:19][C:20]3[CH:25]=[CH:24][CH:23]=[CH:22][CH:21]=3)=[O:43])[N:15]([C:26]3[CH:27]=[CH:28][C:29]([CH3:32])=[CH:30][CH:31]=3)[C:14]=2[CH:33]=1 |f:2.3.4|. Reported procedure: 500 mg of 6-[[2-benzylmercapto-1-(4-methylphenyl)-1H-benzimidazol-6-yl]oxy]hexanoic acid methyl ester was dissolved in 9 ml of dichloromethane, mixed with 303 mg of m-chloroperbenzoic acid (about 60%), and the mixture was stirred for 2 hours at 20° C. It was mixed with sodium disulfite solution, extracted twice with dichloromethane, the combined organic phases were washed with saturated sodium bicarbonate solution, water and saturated sodium chloride solution, dried on sodium sulfate and concent... The reactants are CCN=C(O)c1ccc(OC)c(OC)c1, [Cl-], ClCCl, CC1SC(=O)NN=C1c1ccc2c(c1)CCCN2, c1ccncc1. The product is CCN=C(c1ccc(OC)c(OC)c1)N1CCCc2cc(C3=NNC(=O)SC3C)ccc21. Reaction SMILES: [CH2:26]([CH3:27])[N:28]=[C:29]([c:30]1[cH:31][c:32]([O:38][CH3:39])[c:33]([O:36][CH3:37])[cH:34][cH:35]1)[OH:40].[Cl-:25].[Cl:41][CH2:42][Cl:43].[NH:1]1[CH2:2][CH2:3][CH2:4][c:5]2[cH:6][c:7]([C:11]3=[N:12][NH:13][C:14](=[O:18])[S:15][CH:16]3[CH3:17])[cH:8][cH:9][c:10]21.[cH:19]1[cH:20][cH:21][n:22][cH:23][cH:24]1>>[N:1]1([C:29](=[N:28][CH2:26][CH3:27])[c:30]2[cH:31][c:32]([O:38][CH3:39])[c:33]([O:36][CH3:37])[cH:34][cH:35]2)[CH2:2][CH2:3][CH2:4][c:5]2[cH:6][c:7]([C:11]3=[N:12][NH:13][C:14](=[O:18])[S:15][CH:16]3[CH3:17])[cH:8][cH:9][c:10]21. The reactants are CC(O)CCOc1ccccc1, Cc1ccc(S(=O)(=O)Cl)cc1. Yields the product Cc1ccc(S(=O)(=O)OC(C)CCOc2ccccc2)cc1. As a reaction SMILES: [O:1]([c:2]1[cH:3][cH:4][cH:5][cH:6][cH:7]1)[CH2:8][CH2:9][CH:10]([CH3:11])[OH:12].[c:13]1([CH3:23])[cH:14][cH:15][c:16]([S:19](=[O:20])(=[O:21])[Cl:22])[cH:17][cH:18]1>>[O:1]([c:2]1[cH:3][cH:4][cH:5][cH:6][cH:7]1)[CH2:8][CH2:9][CH:10]([CH3:11])[O:12][S:19]([c:16]1[cH:15][cH:14][c:13]([CH3:23])[cH:18][cH:17]1)(=[O:20])=[O:21]. Procedure details: Compound Ix was synthesized from 4-chloro-3-cyclopropyl-5-phenyl-1H-pyrazolo[3,4-c]pyridazine and 2-(methylsulfonyl)ethanol following the general procedure for the Mitsunobu reaction as described above. RXN SMILES: [Cl:1][C:2]1[C:7]([C:8]2[CH:13]=[CH:12][CH:11]=[CH:10][CH:9]=2)=[N:6][N:5]=[C:4]2[NH:14][N:15]=[C:16]([CH:17]3[CH2:19][CH2:18]3)[C:3]=12.[CH3:20][S:21]([CH2:24][CH2:25]O)(=[O:23])=[O:22]>>[Cl:1][C:2]1[C:7]([C:8]2[CH:13]=[CH:12][CH:11]=[CH:10][CH:9]=2)=[N:6][N:5]=[C:4]2[N:14]([CH2:25][CH2:24][S:21]([CH3:20])(=[O:23])=[O:22])[N:15]=[C:16]([CH:17]3[CH2:19][CH2:18]3)[C:3]=12. Yields the product ClC1=C2C(=NN=C1C1=CC=CC=C1)N(N=C2C2CC2)CCS(=O)(=O)C (4-chloro-3-cyclopropyl-1-(2-methylsulfonylethyl)-5-phenyl-pyrazolo[3,4-c]pyridazine). Starting materials: ClC1=C2C(=NN=C1C1=CC=CC=C1)NN=C2C2CC2 (4-chloro-3-cyclopropyl-5-phenyl-1H-pyrazolo[3,4-c]pyridazine), CS(=O)(=O)CCO (2-(methylsulfonyl)ethanol).